Dataset: the Open Reaction Database (ORD), a public repository of structured organic reaction records. Task: describe an organic reaction: reactants, conditions, products, and yield Reactants: O=C([O-])[O-], CCC(C)=O, O=[N+]([O-])c1ccc(O)cc1F, CCI, [K+], [K+]. Yields the product CCOc1ccc([N+](=O)[O-])c(F)c1. Reaction SMILES: [C:15](=[O:16])([O-:17])[O-:18].[CH3:21][CH2:22][C:23](=[O:24])[CH3:25].[F:1][c:2]1[cH:3][c:4]([OH:11])[cH:5][cH:6][c:7]1[N+:8](=[O:9])[O-:10].[I:12][CH2:13][CH3:14].[K+:19].[K+:20]>>[F:1][c:2]1[cH:3][c:4]([O:11][CH2:13][CH3:14])[cH:5][cH:6][c:7]1[N+:8](=[O:9])[O-:10]. Yields the product Cl.ClC=1C=C(C=CC1Cl)C1(CCCC1)CC(=N)N (2-(1-(3,4-Dichlorophenyl)-cyclopentyl)-acetamidine hydrochloride). The reactants are ClC=1C=C(C=CC1Cl)C1(CCCC1)CC#N (2-(1-(3,4-Dichlorophenyl)cyclopentyl)acetonitrile), HCl-salt, Cl.FC(C1=CC=C(C=C1)C1(CCCC1)CC(=N)N)(F)F (2-[1-(4-trifluoromethyl-phenyl)-cyclopentyl]-acetamidine hydrochloride). Reported procedure: 2-(1-(3,4-Dichlorophenyl)-cyclopentyl)-acetamidine hydrochloride (486) was synthesized from 2-(1-(3,4-dichlorophenyl)cyclopentyl)acetonitrile (485) following the procedure described for the HCl-salt of 2-[1-(4-trifluoromethyl-phenyl)-cyclopentyl]-acetamidine hydrochloride (242). Reaction SMILES: [Cl:1][C:2]1[CH:3]=[C:4]([C:9]2([CH2:14][C:15]#[N:16])[CH2:13][CH2:12][CH2:11][CH2:10]2)[CH:5]=[CH:6][C:7]=1[Cl:8].Cl.FC(F)(F)C1C=CC(C2(CC(N)=[NH:33])CCCC2)=CC=1>>[ClH:1].[Cl:1][C:2]1[CH:3]=[C:4]([C:9]2([CH2:14][C:15]([NH2:33])=[NH:16])[CH2:13][CH2:12][CH2:11][CH2:10]2)[CH:5]=[CH:6][C:7]=1[Cl:8] |f:1.2,3.4|. Starting materials: CC(C)(C)C#CC(O)C#CC(C)(C)C, [Ni], [O-][O-], c1ccccc1. Yields the product CC(C)(C)C#CC(=O)C#CC(C)(C)C. Reaction SMILES: [CH3:1][C:2]([CH3:3])([C:4]#[C:5][CH:6]([C:7]#[C:8][C:9]([CH3:10])([CH3:11])[CH3:12])[OH:13])[CH3:14].[Ni:21].[O-:22][O-:23].[cH:15]1[cH:16][cH:17][cH:18][cH:19][cH:20]1>>[CH3:1][C:2]([CH3:3])([C:4]#[C:5][C:6]([C:7]#[C:8][C:9]([CH3:10])([CH3:11])[CH3:12])=[O:13])[CH3:14].